This data is from the Open Reaction Database (ORD), a public repository of structured organic reaction records. The task is: describe an organic reaction: reactants, conditions, products, and yield Starting materials: COC1=CC=C(C=C1)O (4-methoxyphenol), [OH-].[Na+] (sodium hydroxide), ClC(C(C)(C)O)Cl (1,1-dichloro-2-hydroxy-2-methylpropane). The reagents and catalysts are [Br-].C(CCCCCCCCCCCCCCC)[N+](C)(C)C (cetyltrimethyl ammonium bromide). Solvent: CCOCC (ether), CCOCC (ether). Run at time 18 hour. The product is COC1=CC=C(OC(C=O)(C)C)C=C1 (2-(4-methoxyphenoxy)-2-methylpropanal). Reaction SMILES: [CH3:1][O:2][C:3]1[CH:8]=[CH:7][C:6]([OH:9])=[CH:5][CH:4]=1.Cl[CH:11](Cl)[C:12](O)([CH3:14])[CH3:13].[OH-:17].[Na+]>[Br-].C([N+](C)(C)C)CCCCCCCCCCCCCCC.CCOCC>[CH3:1][O:2][C:3]1[CH:8]=[CH:7][C:6]([O:9][C:12]([CH3:14])([CH3:13])[CH:11]=[O:17])=[CH:5][CH:4]=1 |f:2.3,4.5|. Procedure details: A solution of 4-methoxyphenol, (21.72 g, 0.175 mol), in aqueous sodium hydroxide solution, (5.8M, 30 ml), was treated with cetyltrimethyl ammonium bromide, (0.255 g, 0.7 mmol), followed by a solution of 1,1-dichloro-2-hydroxy-2-methylpropane, (5.01 g, 35 mmol), in ether, (70 ml). The mixture was stirred under an argon atmosphere for 18 hours then diluted with ether, (100 ml), and extracted with aqueous sodium hydroxide solution, (2M, 4×50 ml), to remove unreacted phenol. The combined aqueous ext... Starting materials: CC#N, O=P(Cl)(Cl)Cl, COc1ccc2c(Cc3ccco3)n[nH]c(=O)c2c1. Yields the product COc1ccc2c(Cc3ccco3)nnc(Cl)c2c1. As a reaction SMILES: [CH3:25][C:26]#[N:27].[P:20]([Cl:21])([Cl:22])([Cl:23])=[O:24].[o:1]1[c:2]([CH2:6][c:7]2[n:8][nH:9][c:10](=[O:19])[c:11]3[cH:12][c:13]([O:17][CH3:18])[cH:14][cH:15][c:16]23)[cH:3][cH:4][cH:5]1>>[o:1]1[c:2]([CH2:6][c:7]2[n:8][n:9][c:10]([Cl:22])[c:11]3[cH:12][c:13]([O:17][CH3:18])[cH:14][cH:15][c:16]23)[cH:3][cH:4][cH:5]1.